Dataset: the Open Reaction Database (ORD), a public repository of structured organic reaction records. Task: describe an organic reaction: reactants, conditions, products, and yield Starting materials: CNC(CN(C(CCl)=O)C1=C(C=CC=C1CC)C)=O (N-methyl-[N'-(2-methyl-6-ethylphenyl)-N'-chloroacetyl-amino]-acetamide), C(C)(=O)N (acetamide), C(C)NC(CN(C(CCl)=O)C1=C(C=CC=C1C)C)=O (N-ethyl-[N'-(2,6-dimethylphenyl)-N'-chloroacetylamino]-acetamide), CNC(CN(C(CCl)=O)C1=C(C=CC=C1CC)CC)=O (N-methyl[N'-(2,6-diethylphenyl)-N'-chloroacetylamino]-acetamide), CNC(CN(C(CCl)=O)C1=C(C=CC=C1C)Cl)=O (N-methyl-[N'-(2-chloro-6-methylphenyl)-N'-chloroacetylamino]-acetamide), CN(C(CN(C(CCl)=O)C1=C(C=CC=C1C)C)=O)C (N,N-dimethyl-[N'-(2,6-dimethylphenyl)-N'-chloroacetylamino]-acetamide), CN(C(CN(C(CCl)=O)C1=C(C=CC=C1CC)C)=O)C (N,N-dimethyl-[N'-(2-methyl-6-ethylphenyl)-N'-chloroacetylamino]-acetamide), CN(C(CN(C(CCl)=O)C1=C(C=CC=C1C)Cl)=O)C (N,N-dimethyl-[N'-(2-chloro-6-methylphenyl)-N'-chloroacetyl-amino]-acetamide). Yields the product CNC(CN(C(CCl)=O)C1=C(C=CC=C1C)C)=O (N-methyl-[N'-(2,6-dimethylphenyl)-N'-chloroacetyl-amino]-acetamide). Reaction SMILES: [CH3:1][NH:2][C:3](=[O:19])[CH2:4][N:5]([C:10]1[C:15]([CH2:16]C)=[CH:14][CH:13]=[CH:12][C:11]=1[CH3:18])[C:6](=[O:9])[CH2:7][Cl:8].CN(C)C(=O)CN(C1C(C)=CC=CC=1C)C(=O)CCl.CN(C)C(=O)CN(C1C(CC)=CC=CC=1C)C(=O)CCl.C(NC(=O)CN(C1C(C)=CC=CC=1C)C(=O)CCl)C.C(N)(=O)C.CN(C)C(=O)CN(C1C(C)=CC=CC=1Cl)C(=O)CCl.CNC(=O)CN(C1C(C)=CC=CC=1Cl)C(=O)CCl.CNC(=O)CN(C1C(CC)=CC=CC=1CC)C(=O)CCl>>[CH3:1][NH:2][C:3](=[O:19])[CH2:4][N:5]([C:10]1[C:15]([CH3:16])=[CH:14][CH:13]=[CH:12][C:11]=1[CH3:18])[C:6](=[O:9])[CH2:7][Cl:8]. Reported procedure: N-methyl-[N'-(2-methyl-6-ethylphenyl)-N'-chloroacetyl-amino]-acetamide; N,N-dimethyl-[N'-(2,6-dimethylphenyl)-N'-chloroacetylamino]-acetamide; N,N-dimethyl-[N'-(2-methyl-6-ethylphenyl)-N'-chloroacetylamino]-acetamide; N-ethyl-[N'-(2,6-dimethylphenyl)-N'-chloroacetylamino]-acetamide; N-ethyl-N'-(2-methyl-6-ethylphenyl)-N'-chloroacetylamino]-acetamide; N,N-dimethyl-[N'-(2-chloro-6-methylphenyl)-N'-chloroacetyl-amino]-acetamide; N-methyl-[N'-(2-chloro-6-methylphenyl)-N'-chloroacetylamino]-acetamide... Starting materials: ClC=1C=C(C(=NC1Cl)OC)C1=NC=CC2=CC(=CC=C12)S(=O)(=O)NC=1SC=NN1 (1-(5,6-dichloro-2-methoxypyridin-3-yl)-N-(1,3,4-thiadiazol-2-yl)isoquinoline-6-sulfonamide), FC=1C=C(C=CC1)B(O)O ((3-fluorophenyl)boronic acid), C([O-])([O-])=O.[K+].[K+] (potassium carbonate). The reagents and catalysts are C=1C=CC(=CC1)[P](C=2C=CC=CC2)(C=3C=CC=CC3)[Pd]([P](C=4C=CC=CC4)(C=5C=CC=CC5)C=6C=CC=CC6)([P](C=7C=CC=CC7)(C=8C=CC=CC8)C=9C=CC=CC9)[P](C=1C=CC=CC1)(C=1C=CC=CC1)C=1C=CC=CC1 (Pd(Ph3P)4). The product is ClC=1C=C(C(=NC1C1=CC(=CC=C1)F)OC)C1=NC=CC2=CC(=CC=C12)S(=O)(=O)NC=1SC=NN1 (1-(5-chloro-6-(3-fluorophenyl)-2-methoxypyridin-3-yl)-N-(1,3,4-thiadiazol-2-yl)isoquinoline-6-sulfonamide). RXN SMILES: [Cl:1][C:2]1[CH:3]=[C:4]([C:11]2[C:20]3[C:15](=[CH:16][C:17]([S:21]([NH:24][C:25]4[S:26][CH:27]=[N:28][N:29]=4)(=[O:23])=[O:22])=[CH:18][CH:19]=3)[CH:14]=[CH:13][N:12]=2)[C:5]([O:9][CH3:10])=[N:6][C:7]=1Cl.[F:30][C:31]1[CH:32]=[C:33](B(O)O)[CH:34]=[CH:35][CH:36]=1.C(=O)([O-])[O-].[K+].[K+]>C1C=CC([P]([Pd]([P](C2C=CC=CC=2)(C2C=CC=CC=2)C2C=CC=CC=2)([P](C2C=CC=CC=2)(C2C=CC=CC=2)C2C=CC=CC=2)[P](C2C=CC=CC=2)(C2C=CC=CC=2)C2C=CC=CC=2)(C2C=CC=CC=2)C2C=CC=CC=2)=CC=1>[Cl:1][C:2]1[CH:3]=[C:4]([C:11]2[C:20]3[C:15](=[CH:16][C:17]([S:21]([NH:24][C:25]4[S:26][CH:27]=[N:28][N:29]=4)(=[O:23])=[O:22])=[CH:18][CH:19]=3)[CH:14]=[CH:13][N:12]=2)[C:5]([O:9][CH3:10])=[N:6][C:7]=1[C:35]1[CH:34]=[CH:33][CH:32]=[C:31]([F:30])[CH:36]=1 |f:2.3.4,^1:49,51,70,89|. Reported procedure: A microwave vial was charged with 1-(5,6-dichloro-2-methoxypyridin-3-yl)-N-(1,3,4-thiadiazol-2-yl)isoquinoline-6-sulfonamide (0.032 g, 0.068 mmol), (3-fluorophenyl)boronic acid (0.014 g, 0.102 mmol), potassium carbonate (0.028 g, 0.205 mmol), and Pd(Ph3P)4 (7.90 mg, 6.83 μmol). The vial was flushed with Ar (g), then Dioxane (0.512 ml) and Water (0.171 ml) were added. The reaction was microwaved at 90° C. for one hour. The reaction was diluted with ethyl acetate and washed with water. The aqueous... Starting materials: N1=CNC2=C1C=CC=C2 (Benzimidazole), ClC1=NC(=C2N=C(N(C2=N1)C)CN1CCN(CC1)C(CO)(C)C)N1CCOCC1 (2-(4-((2-chloro-9-methyl-6-morpholino-9H-purin-8-yl)methyl)piperazin-1-yl)-2-methylpropan-1-ol), FC(C(=O)O)F (difluoroacetic acid). Yields the product FC(C)(F)C1=NC2=C(N1C1=NC(=C3N=C(N(C3=N1)C)CN1CCN(CC1)C(CO)(C)C)N1CCOCC1)C=CC=C2 (2-(4-((2-(2-(1,1-difluoroethyl)-1H-benzo[d]imidazol-1-yl)-9-methyl-6-morpholino-9H-purin-8-yl)methyl)piperazin-1-yl)-2-methylpropan-1-ol). RXN SMILES: [N:1]1[C:5]2[CH:6]=[CH:7][CH:8]=[CH:9][C:4]=2[NH:3][CH:2]=1.Cl[C:11]1[N:19]=[C:18]2[C:14]([N:15]=[C:16]([CH2:21][N:22]3[CH2:27][CH2:26][N:25]([C:28]([CH3:32])([CH3:31])[CH2:29][OH:30])[CH2:24][CH2:23]3)[N:17]2[CH3:20])=[C:13]([N:33]2[CH2:38][CH2:37][O:36][CH2:35][CH2:34]2)[N:12]=1.[F:39][CH:40]([F:44])[C:41](O)=O>>[F:39][C:40]([C:2]1[N:3]([C:11]2[N:19]=[C:18]3[C:14]([N:15]=[C:16]([CH2:21][N:22]4[CH2:27][CH2:26][N:25]([C:28]([CH3:32])([CH3:31])[CH2:29][OH:30])[CH2:24][CH2:23]4)[N:17]3[CH3:20])=[C:13]([N:33]3[CH2:38][CH2:37][O:36][CH2:35][CH2:34]3)[N:12]=2)[C:4]2[CH:9]=[CH:8][CH:7]=[CH:6][C:5]=2[N:1]=1)([F:44])[CH3:41]. Procedure: Following General Procedure J for Multi-Step Benzimidazole formation, 2-(4-((2-chloro-9-methyl-6-morpholino-9H-purin-8-yl)methyl)piperazin-1-yl)-2-methylpropan-1-ol was converted to 473 with difluoroacetic acid. LCMS: M+H+=570.3